Dataset: the Open Reaction Database (ORD), a public repository of structured organic reaction records. Task: describe an organic reaction: reactants, conditions, products, and yield Starting materials: O=C([O-])[O-], COC(C)OC, CCOC(C)=O, O=C1C(Cc2c(Cl)cc(OS(=O)(=O)C(F)(F)F)cc2Cl)CCN1C1CCC(F)(F)CC1, [Na+], [Na+], [Na+], O=C([O-])O, c1ccc(P(c2ccccc2)(c2ccccc2)[Pd](P(c2ccccc2)(c2ccccc2)c2ccccc2)(P(c2ccccc2)(c2ccccc2)c2ccccc2)P(c2ccccc2)(c2ccccc2)c2ccccc2)cc1, OB(O)c1cccnc1. The product is O=C1C(Cc2c(Cl)cc(-c3cccnc3)cc2Cl)CCN1C1CCC(F)(F)CC1. Reaction SMILES: [C:41](=[O:42])([O-:43])[O-:44].[CH3:47][O:48][CH:49]([O:50][CH3:51])[CH3:52].[CH3:58][CH2:59][O:60][C:61]([CH3:62])=[O:63].[Cl:1][c:2]1[cH:3][c:4]([O:24][S:25]([C:26]([F:27])([F:28])[F:29])(=[O:30])=[O:31])[cH:5][c:6]([Cl:23])[c:7]1[CH2:8][CH:9]1[C:10](=[O:22])[N:11]([CH:14]2[CH2:15][CH2:16][C:17]([F:20])([F:21])[CH2:18][CH2:19]2)[CH2:12][CH2:13]1.[Na+:45].[Na+:46].[Na+:57].[O-:53][C:54]([OH:55])=[O:56].[cH:64]1[cH:65][cH:66][c:67]([P:68]([Pd:69]([P:70]([c:71]2[cH:72][cH:73][cH:74][cH:75][cH:76]2)([c:77]2[cH:78][cH:79][cH:80][cH:81][cH:82]2)[c:83]2[cH:84][cH:85][cH:86][cH:87][cH:88]2)([P:89]([c:90]2[cH:91][cH:92][cH:93][cH:94][cH:95]2)([c:96]2[cH:97][cH:98][cH:99][cH:100][cH:101]2)[c:102]2[cH:103][cH:104][cH:105][cH:106][cH:107]2)[P:108]([c:109]2[cH:110][cH:111][cH:112][cH:113][cH:114]2)([c:115]2[cH:116][cH:117][cH:118][cH:119][cH:120]2)[c:121]2[cH:122][cH:123][cH:124][cH:125][cH:126]2)([c:127]2[cH:128][cH:129][cH:130][cH:131][cH:132]2)[c:133]2[cH:134][cH:135][cH:136][cH:137][cH:138]2)[cH:139][cH:140]1.[n:32]1[cH:33][c:34]([B:38]([OH:39])[OH:40])[cH:35][cH:36][cH:37]1>>[Cl:1][c:2]1[cH:3][c:4](-[c:34]2[cH:33][n:32][cH:37][cH:36][cH:35]2)[cH:5][c:6]([Cl:23])[c:7]1[CH2:8][CH:9]1[C:10](=[O:22])[N:11]([CH:14]2[CH2:15][CH2:16][C:17]([F:20])([F:21])[CH2:18][CH2:19]2)[CH2:12][CH2:13]1. The reactants are C(C1=CC=CC=C1)N1C(=CC2=CC(=CC=C12)Br)CO ((1-benzyl-5-bromo-1H-indol-2-yl)methanol), C(C)(=O)Cl (acetyl chloride). The product is C(C)(=O)OCC=1N(C2=CC=C(C=C2C1)Br)CC1=CC=CC=C1 ((1-Benzyl-5-bromo-1H-indol-2-yl)methyl acetate). As a reaction SMILES: [CH2:1]([N:8]1[C:16]2[C:11](=[CH:12][C:13]([Br:17])=[CH:14][CH:15]=2)[CH:10]=[C:9]1[CH2:18][OH:19])[C:2]1[CH:7]=[CH:6][CH:5]=[CH:4][CH:3]=1.[C:20](Cl)(=[O:22])[CH3:21]>>[C:20]([O:19][CH2:18][C:9]1[N:8]([CH2:1][C:2]2[CH:3]=[CH:4][CH:5]=[CH:6][CH:7]=2)[C:16]2[C:11]([CH:10]=1)=[CH:12][C:13]([Br:17])=[CH:14][CH:15]=2)(=[O:22])[CH3:21]. Procedure: The title compound was prepared from (1-benzyl-5-bromo-1H-indol-2-yl)methanol and acetyl chloride in substantially the same manner, as described in step 4 of Example 1. The product was obtained as a semi-solid. Mass spectrum (ESI, [M−H]−) m/z 356. 1H NMR (400 MHz, DMSO-d6) δ 7.78 (d, 1H, J=2.13 Hz), 7.38 (d, 1H, J=8.86 Hz), 7.29–7.20 (m, 4H), 6.94 (d, 2H, J=7.17 Hz), 6.64 (s, 1H), 5.47 (s, 2H), 5.21 (s, 2H), and 1.79 ppm (s, 3H). The reactants are CN(C)CC=1C=C(OCCCN)C=CC1 (3-[3-[(dimethylamino)methyl]phenoxy]-1-propanamine), BrC1=NN=C(S1)N (5-bromo-1,3,4-thiadiazole-2amine). Product: CN(C)CC=1C=C(OCCCNC=2SC(=NN2)N)C=CC1 (N-[3-[3-[(Dimethylamino)methyl]phenoxy]propyl]-1,3,4-thiadiazole-2,5-diamin). RXN SMILES: [CH3:1][N:2]([CH2:4][C:5]1[CH:6]=[C:7]([CH:13]=[CH:14][CH:15]=1)[O:8][CH2:9][CH2:10][CH2:11][NH2:12])[CH3:3].Br[C:17]1[S:21][C:20]([NH2:22])=[N:19][N:18]=1>>[CH3:1][N:2]([CH2:4][C:5]1[CH:6]=[C:7]([CH:13]=[CH:14][CH:15]=1)[O:8][CH2:9][CH2:10][CH2:11][NH:12][C:17]1[S:21][C:20]([NH2:22])=[N:19][N:18]=1)[CH3:3]. Reported procedure: The compound is prepared by a method analogous to that of Example 51 from 3-[3-[(dimethylamino)methyl]phenoxy]-1-propanamine and 5-bromo-1,3,4-thiadiazole-2amine. Starting materials: OC1CCC(O)C1, [Cl-], ClCCl, Cc1ccc(S(=O)(=O)O)cc1, c1ccncc1. Yields the product Cc1ccc(S(=O)(=O)OC2CCC(O)C2)cc1. As a reaction SMILES: [CH:13]1([OH:19])[CH2:14][CH:15]([OH:18])[CH2:16][CH2:17]1.[Cl-:1].[Cl:20][CH2:21][Cl:22].[c:2]1([CH3:12])[cH:3][cH:4][c:5]([S:8](=[O:9])(=[O:10])[OH:11])[cH:6][cH:7]1.[cH:23]1[cH:24][cH:25][n:26][cH:27][cH:28]1>>[c:2]1([CH3:12])[cH:3][cH:4][c:5]([S:8](=[O:9])(=[O:10])[O:11][CH:13]2[CH2:14][CH:15]([OH:18])[CH2:16][CH2:17]2)[cH:6][cH:7]1. The reactants are O=C([O-])O, COc1ccc(CN2CCC3(CCN(CC4CNCC4c4ccccc4)CC3)C2=O)cc1, ClCCl, [Na+], O=C(Cl)N1CCOCC1. The product is COc1ccc(CN2CCC3(CCN(CC4CN(C(=O)N5CCOCC5)CC4c4ccccc4)CC3)C2=O)cc1, Cl. As a reaction SMILES: [C:42](=[O:43])([OH:44])[O-:45].[CH3:1][O:2][c:3]1[cH:4][cH:5][c:6]([CH2:7][N:8]2[C:9](=[O:30])[C:10]3([CH2:11][CH2:12]2)[CH2:13][CH2:14][N:15]([CH2:18][CH:19]2[CH2:20][NH:21][CH2:22][CH:23]2[c:24]2[cH:25][cH:26][cH:27][cH:28][cH:29]2)[CH2:16][CH2:17]3)[cH:31][cH:32]1.[Cl:47][CH2:48][Cl:49].[Na+:46].[O:33]1[CH2:34][CH2:35][N:36]([C:39](=[O:40])[Cl:41])[CH2:37][CH2:38]1>>[CH3:1][O:2][c:3]1[cH:4][cH:5][c:6]([CH2:7][N:8]2[C:9](=[O:30])[C:10]3([CH2:11][CH2:12]2)[CH2:13][CH2:14][N:15]([CH2:18][CH:19]2[CH2:20][N:21]([C:39]([N:36]4[CH2:35][CH2:34][O:33][CH2:38][CH2:37]4)=[O:40])[CH2:22][CH:23]2[c:24]2[cH:25][cH:26][cH:27][cH:28][cH:29]2)[CH2:16][CH2:17]3)[cH:31][cH:32]1.[ClH:41].